This data is from the Open Reaction Database (ORD), a public repository of structured organic reaction records. The task is: describe an organic reaction: reactants, conditions, products, and yield The reactants are O=C([O-])[O-], CC(C)(C)OC(=O)N1CCC(n2cc(B3OC(C)(C)C(C)(C)O3)cn2)CC1, CCCCCC, ClCCl, [Cs+], [Cs+], N#N, Nc1ccc(Br)cn1, C1COCCO1, O, c1ccc(P(c2ccccc2)(c2ccccc2)[Pd](P(c2ccccc2)(c2ccccc2)c2ccccc2)(P(c2ccccc2)(c2ccccc2)c2ccccc2)P(c2ccccc2)(c2ccccc2)c2ccccc2)cc1. Yields the product CC(C)(C)OC(=O)N1CCC(n2cc(-c3ccc(N)nc3)cn2)CC1. RXN SMILES: [C:36](=[O:37])([O-:38])[O-:39].[C:9]([CH3:10])([CH3:11])([CH3:12])[O:13][C:14](=[O:15])[N:16]1[CH2:17][CH2:18][CH:19]([n:22]2[n:23][cH:24][c:25]([B:27]3[O:28][C:29]([CH3:30])([CH3:31])[C:32]([CH3:33])([CH3:34])[O:35]3)[cH:26]2)[CH2:20][CH2:21]1.[CH3:127][CH2:128][CH2:129][CH2:130][CH2:131][CH3:132].[Cl:134][CH2:135][Cl:136].[Cs+:40].[Cs+:41].[N:42]#[N:43].[NH2:1][c:2]1[n:3][cH:4][c:5]([Br:8])[cH:6][cH:7]1.[O:44]1[CH2:45][CH2:46][O:47][CH2:48][CH2:49]1.[OH2:133].[cH:50]1[cH:51][cH:52][c:53]([P:54]([Pd:55]([P:56]([c:57]2[cH:58][cH:59][cH:60][cH:61][cH:62]2)([c:63]2[cH:64][cH:65][cH:66][cH:67][cH:68]2)[c:69]2[cH:70][cH:71][cH:72][cH:73][cH:74]2)([P:75]([c:76]2[cH:77][cH:78][cH:79][cH:80][cH:81]2)([c:82]2[cH:83][cH:84][cH:85][cH:86][cH:87]2)[c:88]2[cH:89][cH:90][cH:91][cH:92][cH:93]2)[P:94]([c:95]2[cH:96][cH:97][cH:98][cH:99][cH:100]2)([c:101]2[cH:102][cH:103][cH:104][cH:105][cH:106]2)[c:107]2[cH:108][cH:109][cH:110][cH:111][cH:112]2)([c:113]2[cH:114][cH:115][cH:116][cH:117][cH:118]2)[c:119]2[cH:120][cH:121][cH:122][cH:123][cH:124]2)[cH:125][cH:126]1>>[NH2:1][c:2]1[n:3][cH:4][c:5](-[c:25]2[cH:24][n:23][n:22]([CH:19]3[CH2:18][CH2:17][N:16]([C:14]([O:13][C:9]([CH3:10])([CH3:11])[CH3:12])=[O:15])[CH2:21][CH2:20]3)[cH:26]2)[cH:6][cH:7]1.